This data is from the Open Reaction Database (ORD), a public repository of structured organic reaction records. The task is: describe an organic reaction: reactants, conditions, products, and yield The reactants are C(=O)([O-])[O-].[Na+].[Na+] (Na2CO3), BrC=1C=C2C=CNC2=CC1 (5-bromoindole), ClC=1C=C(C=CC1)B(O)O (3-chlorophenylboronic acid), CCO.O (EtOH water). Reagents/catalysts: C=1C=CC(=CC1)[P](C=2C=CC=CC2)(C=3C=CC=CC3)[Pd]([P](C=4C=CC=CC4)(C=5C=CC=CC5)C=6C=CC=CC6)([P](C=7C=CC=CC7)(C=8C=CC=CC8)C=9C=CC=CC9)[P](C=1C=CC=CC1)(C=1C=CC=CC1)C=1C=CC=CC1 (Pd(PPh3)4). The solvent is O (water). Yields the product ClC=1C=C(C=CC1)C=1C=C2C=CNC2=CC1 (5-(3-chlorophenyl)indole). Yield: 100.5%. As a reaction SMILES: C([O-])([O-])=O.[Na+].[Na+].Br[C:8]1[CH:9]=[C:10]2[C:14](=[CH:15][CH:16]=1)[NH:13][CH:12]=[CH:11]2.[Cl:17][C:18]1[CH:19]=[C:20](B(O)O)[CH:21]=[CH:22][CH:23]=1.CCO.O>C1C=CC([P]([Pd]([P](C2C=CC=CC=2)(C2C=CC=CC=2)C2C=CC=CC=2)([P](C2C=CC=CC=2)(C2C=CC=CC=2)C2C=CC=CC=2)[P](C2C=CC=CC=2)(C2C=CC=CC=2)C2C=CC=CC=2)(C2C=CC=CC=2)C2C=CC=CC=2)=CC=1.O>[Cl:17][C:18]1[CH:23]=[C:22]([C:8]2[CH:9]=[C:10]3[C:14](=[CH:15][CH:16]=2)[NH:13][CH:12]=[CH:11]3)[CH:21]=[CH:20][CH:19]=1 |f:0.1.2,5.6,^1:34,36,55,74|. Procedure: A stirred slurry of 4.23 g (40 mmol) Na2CO3, 1.84 g (9.4 mmol) 5-bromoindole, 1.88 g (10 mmol) 3-chlorophenylboronic acid, and 0.29 g (0.25 mmol) Pd(PPh3)4 in 50 mL 1:1 EtOH-water was heated to reflux for 2.5 hours. The reaction mixture was allowed to cool and was then poured into 400 mL water and extracted with EtOAc. The organic layer was separated, dried over MgSO4, and concentrated to afford 2.15 g crude 5-(3-chlorophenyl)indole as a tan solid.